From a dataset of the Open Reaction Database (ORD), a public repository of structured organic reaction records. describe an organic reaction: reactants, conditions, products, and yield The reactants are BrCc1ccc(-c2ccccc2-c2nnnn2C(c2ccccc2)(c2ccccc2)c2ccccc2)cc1, CCCc1nc2ccccc2c(=O)[nH]1, [H-], [Na+], CN(C)C=O. Yields the product CCCc1nc2ccccc2c(=O)n1Cc1ccc(-c2ccccc2-c2nnnn2C(c2ccccc2)(c2ccccc2)c2ccccc2)cc1. Reaction SMILES: [C:17]([c:18]1[cH:19][cH:20][cH:21][cH:22][cH:23]1)([c:24]1[cH:25][cH:26][cH:27][cH:28][cH:29]1)([c:30]1[cH:31][cH:32][cH:33][cH:34][cH:35]1)[n:36]1[n:37][n:38][n:39][c:40]1-[c:41]1[c:42](-[c:47]2[cH:48][cH:49][c:50]([CH2:51][Br:52])[cH:53][cH:54]2)[cH:43][cH:44][cH:45][cH:46]1.[CH2:3]([CH2:4][CH3:5])[c:6]1[n:7][c:8]2[cH:9][cH:10][cH:11][cH:12][c:13]2[c:14](=[O:16])[nH:15]1.[H-:1].[Na+:2].[O:55]=[CH:56][N:57]([CH3:58])[CH3:59]>>[CH2:3]([CH2:4][CH3:5])[c:6]1[n:7][c:8]2[cH:9][cH:10][cH:11][cH:12][c:13]2[c:14](=[O:16])[n:15]1[CH2:51][c:50]1[cH:49][cH:48][c:47](-[c:42]2[c:41](-[c:40]3[n:36]([C:17]([c:18]4[cH:19][cH:20][cH:21][cH:22][cH:23]4)([c:24]4[cH:25][cH:26][cH:27][cH:28][cH:29]4)[c:30]4[cH:31][cH:32][cH:33][cH:34][cH:35]4)[n:37][n:38][n:39]3)[cH:46][cH:45][cH:44][cH:43]2)[cH:54][cH:53]1.